Dataset: the Open Reaction Database (ORD), a public repository of structured organic reaction records. Task: describe an organic reaction: reactants, conditions, products, and yield Starting materials: COC(=O)c1ncc(CNC=O)nc1Nc1ccc([Si](C)(C)C)cc1F, ClCCl, ClI. Product: COC(=O)c1ncc(CNC=O)nc1Nc1ccc(I)cc1F. Reaction SMILES: [CH3:1][O:2][C:3](=[O:4])[c:5]1[n:6][cH:7][c:8]([CH2:23][NH:24][CH:25]=[O:26])[n:9][c:10]1[NH:11][c:12]1[c:13]([F:22])[cH:14][c:15]([Si:18]([CH3:19])([CH3:20])[CH3:21])[cH:16][cH:17]1.[Cl:29][CH2:30][Cl:31].[I:27][Cl:28]>>[CH3:1][O:2][C:3](=[O:4])[c:5]1[n:6][cH:7][c:8]([CH2:23][NH:24][CH:25]=[O:26])[n:9][c:10]1[NH:11][c:12]1[c:13]([F:22])[cH:14][c:15]([I:27])[cH:16][cH:17]1.